This data is from the Open Reaction Database (ORD), a public repository of structured organic reaction records. The task is: describe an organic reaction: reactants, conditions, products, and yield Reactants: CO, N=C1NC(=N)c2ccccc21, S=C1CSC(=S)N1. Product: N=C1NC(=C2SC(=S)NC2=S)c2ccccc21. Reaction SMILES: [CH3:19][OH:20].[NH:1]=[C:2]1[NH:3][C:4](=[NH:11])[c:5]2[cH:6][cH:7][cH:8][cH:9][c:10]21.[S:12]=[C:13]1[S:14][CH2:15][C:16](=[S:18])[NH:17]1>>[C:2]1(=[C:15]2[S:14][C:13](=[S:12])[NH:17][C:16]2=[S:18])[NH:3][C:4](=[NH:11])[c:5]2[cH:6][cH:7][cH:8][cH:9][c:10]21. The reactants are CN=C=S (methyl isothiocyanate), compound, NC1=NNC(=N1)C=CC1=CC=C(C=C1)Cl (3-Amino-5-(4-chlorostyryl)-1H-1,2,4-triazole), Cl (hydrochloric acid), [OH-].[Na+] (sodium hydroxide). The solvent is O1CCCC1 (tetrahydrofuran). Yields the product NC1=NC(=NN1C(=S)NC)C=CC1=CC=C(C=C1)Cl (5-Amino-3-(4-chlorostyryl)-1-[methylamino(thiocarbonyl)]-1H-1,2,4-triazole). The yield is 69.0%. Reaction SMILES: [NH2:1][C:2]1[N:6]=[C:5]([CH:7]=[CH:8][C:9]2[CH:14]=[CH:13][C:12]([Cl:15])=[CH:11][CH:10]=2)[NH:4][N:3]=1.[OH-].[Na+].[CH3:18][N:19]=[C:20]=[S:21].Cl>O1CCCC1>[NH2:1][C:2]1[N:3]([C:20]([NH:19][CH3:18])=[S:21])[N:4]=[C:5]([CH:7]=[CH:8][C:9]2[CH:14]=[CH:13][C:12]([Cl:15])=[CH:11][CH:10]=2)[N:6]=1 |f:1.2|. Reported procedure: The synthesis method of Example 7-(3) was applied. The compound (4.00 g) obtained in (2) above, 0.67N sodium hydroxide (30 ml), methyl isothiocyanate (1.52 g) and tetrahydrofuran (30 ml) were used as reagents and the mixture was reacted at room temperature for 4 hours. After the reaction, the mixture was neutralized with 2N hydrochloric acid. The resulting substance was collected by filtration and washed with water and hexane-ethyl acetate to give 3.67 g of white crystals (yield 69%). The reactants are ClCCl, CCOC(=O)c1nnc(SC)nc1Nc1ccc2[nH]cc(CCN(C)C)c2c1, NCc1ccccc1. Yields the product CSc1nnc(C(=O)NCc2ccccc2)c(Nc2ccc3[nH]cc(CCN(C)C)c3c2)n1. Reaction SMILES: [CH2:37]([Cl:38])[Cl:39].[CH3:1][N:2]([CH2:3][CH2:4][c:5]1[cH:6][nH:7][c:8]2[cH:9][cH:10][c:11]([NH:14][c:15]3[n:16][c:17]([S:26][CH3:27])[n:18][n:19][c:20]3[C:21](=[O:22])[O:23][CH2:24][CH3:25])[cH:12][c:13]12)[CH3:28].[NH2:29][CH2:30][c:31]1[cH:32][cH:33][cH:34][cH:35][cH:36]1>>[CH3:1][N:2]([CH2:3][CH2:4][c:5]1[cH:6][nH:7][c:8]2[cH:9][cH:10][c:11]([NH:14][c:15]3[n:16][c:17]([S:26][CH3:27])[n:18][n:19][c:20]3[C:21](=[O:22])[NH:29][CH2:30][c:31]3[cH:32][cH:33][cH:34][cH:35][cH:36]3)[cH:12][c:13]12)[CH3:28]. Reactants: COC1=CC=C(CN)C=C1 (4-methoxybenzylamine), NC=1C=C(C=CC1F)N1C(N(C2=C(C1)C=NC(=C2)Cl)C)=O (3-(3-amino-4-fluorophenyl)-7-chloro-1-methyl-3,4-dihydropyrido[4,3-d]pyrimidin-2(1H)-one). Run at temperature 180 celsius. Yields the product COC1=CC=C(CNC2=CC=3N(C(N(CC3C=N2)C2=CC(=C(C=C2)F)N)=O)C)C=C1 (7-(4-methoxybenzylamino)-3-(3-amino-4-fluorophenyl)-1-methyl-3,4-dihydropyrido[4,3-d]pyrimidin-2(1H)-one). As a reaction SMILES: [CH3:1][O:2][C:3]1[CH:10]=[CH:9][C:6]([CH2:7][NH2:8])=[CH:5][CH:4]=1.[NH2:11][C:12]1[CH:13]=[C:14]([N:19]2[CH2:24][C:23]3[CH:25]=[N:26][C:27](Cl)=[CH:28][C:22]=3[N:21]([CH3:30])[C:20]2=[O:31])[CH:15]=[CH:16][C:17]=1[F:18]>>[CH3:1][O:2][C:3]1[CH:10]=[CH:9][C:6]([CH2:7][NH:8][C:27]2[N:26]=[CH:25][C:23]3[CH2:24][N:19]([C:14]4[CH:15]=[CH:16][C:17]([F:18])=[C:12]([NH2:11])[CH:13]=4)[C:20](=[O:31])[N:21]([CH3:30])[C:22]=3[CH:28]=2)=[CH:5][CH:4]=1. Procedure details: By analogy to Example A24, 6-chloro-4-(methylamino)nicotinaldehyde (from Example A24), 4-fluoro-3-nitroaniline and sodium triacetoxy borohydride are combined in glacial acetic acid to give crude 2-chloro-5-((4-fluoro-3-nitrophenylamino)methyl)-N-methylpyridin-4-amine, which is reacted with diphosgene by the procedure of Example A75 to give 7-chloro-3-(4-fluoro-3-nitrophenyl)-1-methyl-3,4-dihydropyrido[4,3-d]pyrimidin-2(1H)-one. Zn Dust is reacted with a suspension of 7-chloro-3-(4-fluoro-3-nitro...